The task is: describe an organic reaction: reactants, conditions, products, and yield. This data is from the Open Reaction Database (ORD), a public repository of structured organic reaction records. Reactants: ClC1=C(C=C(N)C=C1)OC (4-chloro-3-methoxyaniline), Cl (hydrochloric acid), O (water), BrCC(C(C)(C)C)=O (1-bromo-3,3-dimethyl-2-butanone). Run in C(C)O (ethanol). Product: C(C)(C)(C)C=1NC2=CC(=C(C=C2C1)Cl)OC (2-tert-Butyl-5-chloro-6-methoxy-1H-indole). RXN SMILES: [Cl:1][C:2]1[CH:8]=[CH:7][C:5]([NH2:6])=[CH:4][C:3]=1[O:9][CH3:10].Br[CH2:12][C:13](=O)[C:14]([CH3:17])([CH3:16])[CH3:15].Cl.O>C(O)C>[C:14]([C:13]1[NH:6][C:5]2[C:7]([CH:12]=1)=[CH:8][C:2]([Cl:1])=[C:3]([O:9][CH3:10])[CH:4]=2)([CH3:17])([CH3:16])[CH3:15]. Procedure details: A solution of 4-chloro-3-methoxyaniline (4.68 g) in ethanol (4.5 mL) was heated under reflux while stirring. To the solution was added 1-bromo-3,3-dimethyl-2-butanone (0.243 mL×5) in five portions at an interval of 5 minutes, and this mixture was heated under reflux while stirring for 4 hours. The reaction mixture was left to be cooled. To the reaction mixture were added 2 mol/L hydrochloric acid and water successively, followed by extraction with ethyl acetate. The organic layer was washed with... Starting materials: O=C([O-])[O-], C#CCBr, CC#N, Oc1ccccc1OC(F)(F)F, [K+], [K+], O. The product is C#CCOc1ccccc1OC(F)(F)F. Reaction SMILES: [C:13](=[O:14])([O-:15])[O-:16].[CH2:19]([C:20]#[CH:21])[Br:22].[CH3:23][C:24]#[N:25].[F:1][C:2]([O:3][c:4]1[c:5]([OH:10])[cH:6][cH:7][cH:8][cH:9]1)([F:11])[F:12].[K+:17].[K+:18].[OH2:26]>>[F:1][C:2]([O:3][c:4]1[c:5]([O:10][CH2:21][C:20]#[CH:19])[cH:6][cH:7][cH:8][cH:9]1)([F:11])[F:12]. The reactants are BrC=1C=NC(=NC1)SC (5-bromo-2-methylsulfanylpyrimidine), OOS(=O)[O-].[K+] (Oxone), [OH-].[Na+] (sodium hydroxide). The solvent is CO (methanol), O (water), O (Water). Conditions: temperature 0 celsius, time 2 hour. Yields the product BrC=1C=NC(=NC1)S(=O)(=O)C (5-bromo-2-methylsulfonylpyrimidine). The yield is 80.0%. As a reaction SMILES: [Br:1][C:2]1[CH:3]=[N:4][C:5]([S:8][CH3:9])=[N:6][CH:7]=1.[OH:10]OS([O-])=O.[K+].[OH-:16].[Na+]>CO.O>[Br:1][C:2]1[CH:3]=[N:4][C:5]([S:8]([CH3:9])(=[O:10])=[O:16])=[N:6][CH:7]=1 |f:1.2,3.4|. Procedure details: To a solution of 5-bromo-2-methylsulfanylpyrimidine (10.0 g, 48.8 mmol) in methanol (195 mL) were added a solution of Oxone® (94.6 g, 154 mmol, 3.16 eq) in water (500 mL and aq. 4 N sodium hydroxide (40 mL, 160 mmol, 3.28 eq.) portionwise and in an alternating addition mode to maintain pH between 2 and 3 at a temperature of 0° C. After complete addition, the mixture was allowed to stir for 2 h at room temperature. Water (500 mL) was added, and the mixture was extracted with ethyl acetate (2×500 ... Reactants: C1(=CC=CC=C1)C1=CC=C2CC(NC2=C1)=O (6-phenyl-2-oxindole), C(=O)C=1NC=2CCCCC2C1CCC(=O)O (3-(2-formyl-4,5,6,7-tetrahydro-1H-indol-3-yl)-propionic acid). The reagents and catalysts are N1CCCCC1 (piperidine). The solvent is C(C)O (ethanol). Conditions: time 4 hour. Yields the product O=C1NC2=CC(=CC=C2C1=CC=1NC=2CCCCC2C1CCC(=O)O)C1=CC=CC=C1 (3-[2-(2-oxo-6-phenyl-1,2-dihydro-indol-3-ylidenemethyl)-4,5,6,7-tetrahydro-1H-indol-3yl]-propionic acid). Yield: 33.3%. Reaction SMILES: [C:1]1([C:7]2[CH:15]=[C:14]3[C:10]([CH2:11][C:12](=[O:16])[NH:13]3)=[CH:9][CH:8]=2)[CH:6]=[CH:5][CH:4]=[CH:3][CH:2]=1.[CH:17]([C:19]1[NH:20][C:21]2[CH2:22][CH2:23][CH2:24][CH2:25][C:26]=2[C:27]=1[CH2:28][CH2:29][C:30]([OH:32])=[O:31])=O>N1CCCCC1.C(O)C>[O:16]=[C:12]1[C:11](=[CH:17][C:19]2[NH:20][C:21]3[CH2:22][CH2:23][CH2:24][CH2:25][C:26]=3[C:27]=2[CH2:28][CH2:29][C:30]([OH:32])=[O:31])[C:10]2[C:14](=[CH:15][C:7]([C:1]3[CH:2]=[CH:3][CH:4]=[CH:5][CH:6]=3)=[CH:8][CH:9]=2)[NH:13]1. Procedure details: A mixture of 90 mg 6-phenyl-2-oxindole, 95 mg 3-(2-formyl-4,5,6,7-tetrahydro-1H-indol-3-yl)-propionic acid and piperidine ( 3 drops) in ethanol (2 mL) was held in a sealed tube at 90° C. for 4 hrs. The reaction mixture was concentrated and acidified with 6 N hydrochloric acid. The precipitate was collected by filtration and washed with water and hexane to give 59 mg of 3-[2-(2-oxo-6-phenyl-1,2-dihydro-indol-3-ylidenemethyl)-4,5,6,7-tetrahydro-1H-indol-3yl]-propionic acid as a brown solid (31% yi... The reactants are C(C)C1C(CC(C(C(OC(C2CCCCN2C(C(C2(C(CC(C(C(CC(CC(=C1)C)C)OC)O2)OC)C)O)=O)=O)=O)C(=CC2CC(C(CC2)N)OC)C)C)O)=O (17-ethyl-1,14-dihydroxy-12-[2'-(4"-amino-3"-methoxycyclohexyl)-1'-methylvinyl]-23,25-dimethoxy-13,19,21,27-tetramethyl-11,28-dioxa-4-azatricyclo[22.3.1.04,9 ]octacos-18-ene-2,3,10,16-tetraone), BOC-L-glycine anhydride, material. Run in C(Cl)Cl (methylene chloride), FC(C(=O)O)(F)F (trifluoroacetic acid). Run at time 1.5 hour. Product: C(C)C1C(CC(C(C(OC(C2CCCCN2C(C(C2(C(CC(C(C(CC(CC(=C1)C)C)OC)O2)OC)C)O)=O)=O)=O)C(=CC2CC(C(CC2)NC(CN)=O)OC)C)C)O)=O (17-Ethyl-1,14-dihydroxy-12-[2'-[4"-(aminoacetyl)amino3"-methoxycyclohexyl)-1'-methylvinyl}-23,25-dimethoxy-13,19,21,27-tetramethyl-11,28-dioxa-4-azatricyclo[22.3.1.04,9 ]octacos-18-ene-2,3,10,16-tetraone). RXN SMILES: [CH2:1]([CH:3]1[CH:29]=[C:28]([CH3:30])[CH2:27][CH:26]([CH3:31])[CH2:25][CH:24]([O:32][CH3:33])[CH:23]2[O:34][C:19]([OH:38])([CH:20]([CH3:37])[CH2:21][CH:22]2[O:35][CH3:36])[C:18](=[O:39])[C:17](=[O:40])[N:16]2[CH:11]([CH2:12][CH2:13][CH2:14][CH2:15]2)[C:10](=[O:41])[O:9][CH:8]([C:42]([CH3:53])=[CH:43][CH:44]2[CH2:49][CH2:48][CH:47]([NH2:50])[CH:46]([O:51][CH3:52])[CH2:45]2)[CH:7]([CH3:54])[CH:6]([OH:55])[CH2:5][C:4]1=[O:56])[CH3:2]>C(Cl)Cl.FC(F)(F)C(O)=O>[CH2:1]([CH:3]1[CH:29]=[C:28]([CH3:30])[CH2:27][CH:26]([CH3:31])[CH2:25][CH:24]([O:32][CH3:33])[CH:23]2[O:34][C:19]([OH:38])([CH:20]([CH3:37])[CH2:21][CH:22]2[O:35][CH3:36])[C:18](=[O:39])[C:17](=[O:40])[N:16]2[CH:11]([CH2:12][CH2:13][CH2:14][CH2:15]2)[C:10](=[O:41])[O:9][CH:8]([C:42]([CH3:53])=[CH:43][CH:44]2[CH2:49][CH2:48][CH:47]([NH:50][C:10](=[O:9])[CH2:11][NH2:16])[CH:46]([O:51][CH3:52])[CH2:45]2)[CH:7]([CH3:54])[CH:6]([OH:55])[CH2:5][C:4]1=[O:56])[CH3:2]. Procedure: To a solution of 17-ethyl-1,14-dihydroxy-12-[2'-(4"-amino-3"-methoxycyclohexyl)-1'-methylvinyl]-23,25-dimethoxy-13,19,21,27-tetramethyl-11,28-dioxa-4-azatricyclo[22.3.1.04,9 ]octacos-18-ene-2,3,10,16-tetraone in (100 mg) in dry methylene chloride (4 ml) was added 100 mg of freshly prepared BOC-L-glycine anhydride under nitrogen. After stirring at room temperature for 1.5 hours, the reaction mixture was subjected to work-up and the residue was purified on silica gel (5% MeOH/CH2Cl2) to give the 6... RXN SMILES: [F:1][C:2]([F:15])([F:14])[C:3]([N:5]1[CH2:10][CH2:9][C:8]2[CH:11]=[CH:12][O:13][C:7]=2[CH2:6]1)=[O:4].[CH3:16][NH:17][CH3:18].[CH2:19]=O>C(O)(=O)C>[CH3:16][N:17]([CH2:19][C:12]1[O:13][C:7]2[CH2:6][N:5]([C:3](=[O:4])[C:2]([F:1])([F:14])[F:15])[CH2:10][CH2:9][C:8]=2[CH:11]=1)[CH3:18]. Reaction conditions: temperature 100 celsius, time 1.5 hour. The product is CN(C)CC1=CC2=C(CN(CC2)C(C(F)(F)F)=O)O1 (N,N-dimethyl-(6-trifluoroacetyl-4,5,6,7-tetrahydrofuro[2,3-c]pyridin-2-ylmethyl)amine). The reactants are FC(C(=O)N1CC2=C(CC1)C=CO2)(F)F (6-trifluoroacetyl-4,5,6,7-tetrahydrofuro[2,3-c]pyridine), CNC (dimethylamine), C=O (formaldehyde). Reported procedure: To a solution of 0.722 g (3.294 mmol) of 6-trifluoroacetyl-4,5,6,7-tetrahydrofuro[2,3-c]pyridine in 50 ml of acetic acid, 0.36 g (4.0 mmol) of 50% aqueous dimethylamine and 0.32 g (4.0 mmol) of 37% aqueous formaldehyde were added, followed by stirring at 100° C. for 1.5 hours. After the solvent was distilled off under reduced pressure, the residue was diluted with water, gently poured into ice-cooled aqueous sodium hydrogen carbonate, and extracted with dichloromethane 3 times. The combined orga... Run in C(C)(=O)O (acetic acid). Reactants: C(CCC)C=1SC2=C(N1)CC(CC2)C(=O)OCC (2-n-Butyl-5-ethoxycarbonyl-4,5,6,7-tetrahydrobenzo[d]thiazole), AlLiH4. Solvent: CCOCC (ether). The product is C(CCC)C=1SC2=C(N1)CC(CC2)CO (2-n-Butyl-5-hydroxymethyl-4,5,6,7-tetrahydrobenzo[d]thiazole). Yield: 89.0%. As a reaction SMILES: [CH2:1]([C:5]1[S:6][C:7]2[CH2:13][CH2:12][CH:11]([C:14](OCC)=[O:15])[CH2:10][C:8]=2[N:9]=1)[CH2:2][CH2:3][CH3:4]>CCOCC>[CH2:1]([C:5]1[S:6][C:7]2[CH2:13][CH2:12][CH:11]([CH2:14][OH:15])[CH2:10][C:8]=2[N:9]=1)[CH2:2][CH2:3][CH3:4]. Procedure: The compound is prepared by reduction of the above derivative (III) with AlLiH4 in ether at room temperature. B.p.0.15 =138°-142° C. Yield: 89%.